describe an organic reaction: reactants, conditions, products, and yield From a dataset of the Open Reaction Database (ORD), a public repository of structured organic reaction records. Starting materials: N-Aryl-benzenesulfonamides, NC1=C(C=C(C=C1)Cl)C(=O)C=1C=NC(=CC1)C ((2-Amino-5-chloro-phenyl)-(6-methyl-pyridin-3-yl)-methanone), COC(CCC1=CC=C(C=C1)S(=O)(=O)Cl)=O (3-(4-Chlorosulfonyl-phenyl)-propionic acid methyl ester). Product: COC(CCC1=CC=C(C=C1)S(NC1=C(C=C(C=C1)Cl)C(=O)C=1C=NC(=CC1)C)(=O)=O)=O (3-{4-[4-Chloro-2-(6-methyl-pyridine-3-carbonyl)-phenylsulfamoyl]-phenyl}-propionic acid methyl ester). RXN SMILES: [NH2:1][C:2]1[CH:7]=[CH:6][C:5]([Cl:8])=[CH:4][C:3]=1[C:9]([C:11]1[CH:12]=[N:13][C:14]([CH3:17])=[CH:15][CH:16]=1)=[O:10].[CH3:18][O:19][C:20](=[O:33])[CH2:21][CH2:22][C:23]1[CH:28]=[CH:27][C:26]([S:29](Cl)(=[O:31])=[O:30])=[CH:25][CH:24]=1>>[CH3:18][O:19][C:20](=[O:33])[CH2:21][CH2:22][C:23]1[CH:28]=[CH:27][C:26]([S:29](=[O:30])(=[O:31])[NH:1][C:2]2[CH:7]=[CH:6][C:5]([Cl:8])=[CH:4][C:3]=2[C:9]([C:11]2[CH:12]=[N:13][C:14]([CH3:17])=[CH:15][CH:16]=2)=[O:10])=[CH:25][CH:24]=1. Procedure details: The title compound was prepared according to the general procedure for the synthesis of N-Aryl-benzenesulfonamides previously described using (2-Amino-5-chloro-phenyl)-(6-methyl-pyridin-3-yl)-methanone and 3-(4-Chlorosulfonyl-phenyl)-propionic acid methyl ester and purified by HPLC. 1H NMR (CDCl3) δ 9.66 (br s, 1H, NH), 8.34 (d, 1H, J=2.2 Hz), 7.75 (d, 1H, J=8.8 Hz), 7.72 (d, 1H, J=8.0 Hz, J=2.2 Hz), 7.56 (d, 2H, J=8.4 Hz), 7.51 (dd, 1H, J =8.8 Hz, J=2.2 Hz), 7.32 (d 1H, J=2.2 Hz), 7.26 (d, 1H, ...